Task: describe an organic reaction: reactants, conditions, products, and yield. Dataset: the Open Reaction Database (ORD), a public repository of structured organic reaction records The reactants are ClC1=CC2=C(C=C(S2)C(C(=O)O)C(C)C)C=C1 (2-(6-Chloro-2-benzothienyl)-3-methylbutanoic acid), KHCO3, CS(=O)(=O)OCC=1NC=CC1CC1=CC=CC=C1 (3-benzylpyrrolylmethyl methanesulfonate). Run in C1CCOC1.CN(C)C=O (THF DMF), C1CCOC1.CN(C)C=O (THF DMF), CCOCC (ether). Run at time 48 hour. Product: ClC1=CC2=C(C=C(S2)C(C(=O)OCC=2NC=CC2CC2=CC=CC=C2)C(C)C)C=C1 (3-benzylpyrrolylmethyl 2-(6-chloro-2-benzothienyl)-3-methylbutanoate). Reaction SMILES: [Cl:1][C:2]1[CH:17]=[CH:16][C:5]2[CH:6]=[C:7]([CH:9]([CH:13]([CH3:15])[CH3:14])[C:10]([OH:12])=[O:11])[S:8][C:4]=2[CH:3]=1.CS(O[CH2:23][C:24]1[NH:25][CH:26]=[CH:27][C:28]=1[CH2:29][C:30]1[CH:35]=[CH:34][CH:33]=[CH:32][CH:31]=1)(=O)=O>C1COCC1.CN(C=O)C.CCOCC>[Cl:1][C:2]1[CH:17]=[CH:16][C:5]2[CH:6]=[C:7]([CH:9]([CH:13]([CH3:14])[CH3:15])[C:10]([O:12][CH2:23][C:24]3[NH:25][CH:26]=[CH:27][C:28]=3[CH2:29][C:30]3[CH:35]=[CH:34][CH:33]=[CH:32][CH:31]=3)=[O:11])[S:8][C:4]=2[CH:3]=1 |f:2.3|. Procedure details: 2-(6-Chloro-2-benzothienyl)-3-methylbutanoic acid (3.40 mmol) is stirred together with 0.34 g (3.40 mmol) KHCO3 in 10 ml THF/DMF (1:1) for 15 minutes. Then 3.40 mmol of 3-benzylpyrrolylmethyl methanesulfonate in 5 ml THF/DMF (1:1) is added and the mixture stirred for approximately 48 hours. The reaction is diluted with ether, washed with water (3×) and sat. NaCl, dried and solvent is removed to yield 3-benzylpyrrolylmethyl 2-(6-chloro-2-benzothienyl)-3-methylbutanoate. The reactants are ice water, C=O (formaldehyde), Cl (hydrochloric acid), CON=CC1=C(C=C(C(=C1)N1C(C=2CCCCC2C1=O)=O)Cl)Cl (2,4-dichloro-5-(1,3,4,5,6,7-hexahydro-1,3-dioxo-2H-isoindol-2-yl)benzaldehyde (O-methyl)oxime). The solvent is C(C)(=O)O (acetic acid). Conditions: temperature 55 celsius. Yields the product ClC1=C(C=O)C=C(C(=C1)Cl)N1C(C=2CCCCC2C1=O)=O (2,4-Dichloro-5-(1,3,4,5,6,7-hexahydro-1,3-dioxo-2H-isoindol-2-yl) benzaldehyde). As a reaction SMILES: [CH2:1]=[O:2].Cl.CON=C[C:8]1[CH:13]=[C:12]([N:14]2[C:22](=[O:23])[C:21]3[CH2:20][CH2:19][CH2:18][CH2:17][C:16]=3[C:15]2=[O:24])[C:11]([Cl:25])=[CH:10][C:9]=1[Cl:26]>C(O)(=O)C>[Cl:26][C:9]1[CH:10]=[C:11]([Cl:25])[C:12]([N:14]2[C:15](=[O:24])[C:16]3[CH2:17][CH2:18][CH2:19][CH2:20][C:21]=3[C:22]2=[O:23])=[CH:13][C:8]=1[CH:1]=[O:2]. Procedure details: 9 ml of a 37% strength by weight aqueous formaldehyde solution and 9 ml of concentrated hydrochloric acid were added to a solution of 10.6 g (30 mmol) of 2,4-dichloro-5-(1,3,4,5,6,7-hexahydro-1,3-dioxo-2H-isoindol-2-yl)benzaldehyde (O-methyl)oxime in 45 ml of acetic acid. The mixture was subsequently heated for 1 hour at 50-60° C., whereupon the reaction mixture was poured into 300 ml of ice-water. The product was extracted from the resulting mixture using 200 ml of dichloromethane. The extract ... Starting materials: [N+](=O)([O-])C1=CC(=C(C=C1)SCl)C(Cl)(Cl)Cl (4-nitro-2-trichloromethylbenzenesulfenyl chloride), CC(C)S (2 -propylmercaptan). Yields the product [N+](=O)([O-])C1=CC(=C(C=C1)SSC(C)C)C(Cl)(Cl)Cl ((4-nitro-2-trichloromethylphenyl)-isopropyl disulfide). Isolated yield 92.3%. RXN SMILES: [N+:1]([C:4]1[CH:9]=[CH:8][C:7]([S:10]Cl)=[C:6]([C:12]([Cl:15])([Cl:14])[Cl:13])[CH:5]=1)([O-:3])=[O:2].[CH3:16][CH:17]([SH:19])[CH3:18]>>[N+:1]([C:4]1[CH:9]=[CH:8][C:7]([S:10][S:19][CH:17]([CH3:18])[CH3:16])=[C:6]([C:12]([Cl:15])([Cl:14])[Cl:13])[CH:5]=1)([O-:3])=[O:2]. Procedure details: As in Example 1, 61 g of 4-nitro-2-trichloromethylbenzenesulfenyl chloride is reacted with 15 g of 2 -propylmercaptan. There is obtained 63 g (91% of theory) of (4-nitro-2-trichloromethylphenyl)-isopropyl disulfide. Starting materials: CCCc1cc(OCc2ccccc2)ccc1O, C1CCOC1, Cc1oc(-c2ccccc2)nc1CCO, CC(C)OC(=O)N=NC(=O)OC(C)C, c1ccc(P(c2ccccc2)c2ccccc2)cc1. The product is CCCc1cc(OCc2ccccc2)ccc1OCCc1nc(-c2ccccc2)oc1C. RXN SMILES: [CH2:1]([c:2]1[cH:3][cH:4][cH:5][cH:6][cH:7]1)[O:8][c:9]1[cH:10][c:11]([CH2:16][CH2:17][CH3:18])[c:12]([OH:15])[cH:13][cH:14]1.[CH2:67]1[O:68][CH2:69][CH2:70][CH2:71]1.[CH3:19][c:20]1[c:21]([CH2:31][CH2:32][OH:33])[n:22][c:23](-[c:25]2[cH:26][cH:27][cH:28][cH:29][cH:30]2)[o:24]1.[O:53]=[C:54]([O:55][CH:56]([CH3:57])[CH3:58])[N:59]=[N:60][C:61]([O:62][CH:63]([CH3:64])[CH3:65])=[O:66].[c:34]1([P:35]([c:36]2[cH:37][cH:38][cH:39][cH:40][cH:41]2)[c:42]2[cH:43][cH:44][cH:45][cH:46][cH:47]2)[cH:48][cH:49][cH:50][cH:51][cH:52]1>>[CH2:1]([c:2]1[cH:3][cH:4][cH:5][cH:6][cH:7]1)[O:8][c:9]1[cH:10][c:11]([CH2:16][CH2:17][CH3:18])[c:12]([O:15][CH2:32][CH2:31][c:21]2[c:20]([CH3:19])[o:24][c:23](-[c:25]3[cH:26][cH:27][cH:28][cH:29][cH:30]3)[n:22]2)[cH:13][cH:14]1. The reactants are O=C(O)Cc1cc(OCc2ccccc2)ccc1C(=O)O, CC(=O)Cl. The product is O=C1Cc2cc(OCc3ccccc3)ccc2C(=O)O1. RXN SMILES: [CH2:1]([c:2]1[cH:3][cH:4][cH:5][cH:6][cH:7]1)[O:8][c:9]1[cH:10][c:11]([CH2:18][C:19](=[O:20])[OH:21])[c:12]([C:13](=[O:14])[OH:15])[cH:16][cH:17]1.[CH3:22][C:23](=[O:24])[Cl:25]>>[CH2:1]([c:2]1[cH:3][cH:4][cH:5][cH:6][cH:7]1)[O:8][c:9]1[cH:10][c:11]2[c:12]([cH:16][cH:17]1)[C:13](=[O:15])[O:21][C:19](=[O:20])[CH2:18]2. The reactants are COc1ccc(CNc2nc3ncnc-3c(-c3ccco3)[nH]2)cc1OC, O=C(O)C(F)(F)F, O. Product: Nc1nc2ncnc-2c(-c2ccco2)[nH]1. RXN SMILES: [CH3:1][O:2][c:3]1[cH:4][c:5]([CH2:26][NH:7][c:8]2[nH:9][c:10](-[c:17]3[o:18][cH:19][cH:20][cH:21]3)[c:11]3[n:12][cH:13][n:14][c:15]-3[n:16]2)[cH:6][cH:22][c:23]1[O:24][CH3:25].[F:28][C:29]([F:30])([F:31])[C:32]([OH:33])=[O:34].[OH2:27]>>[NH2:7][c:8]1[nH:9][c:10](-[c:17]2[o:18][cH:19][cH:20][cH:21]2)[c:11]2[n:12][cH:13][n:14][c:15]-2[n:16]1. The reactants are CC(C)(O)CC1CCN(C(=O)OC(C)(C)C)CC1, CI, [H-], [Na+], CN(C)C=O. Product: COC(C)(C)CC1CCN(C(=O)OC(C)(C)C)CC1. RXN SMILES: [C:3]([CH3:4])([CH3:5])([CH3:6])[O:7][C:8](=[O:9])[N:10]1[CH2:11][CH2:12][CH:13]([CH2:16][C:17]([CH3:18])([CH3:19])[OH:20])[CH2:14][CH2:15]1.[CH3:21][I:22].[H-:2].[Na+:1].[O:23]=[CH:24][N:25]([CH3:26])[CH3:27]>>[C:3]([CH3:4])([CH3:5])([CH3:6])[O:7][C:8](=[O:9])[N:10]1[CH2:11][CH2:12][CH:13]([CH2:16][C:17]([CH3:18])([CH3:19])[O:20][CH3:21])[CH2:14][CH2:15]1.